describe an organic reaction: reactants, conditions, products, and yield From a dataset of the Open Reaction Database (ORD), a public repository of structured organic reaction records. The reactants are ClC=1C=C(C(N(N1)C)=O)NC1=NC=NC=C1 (6-Chloro-2-methyl-4-(pyrimidin-4-ylamino)pyridazin-3(2H)-one), CC1(OB(OC1(C)C)B1OC(C(O1)(C)C)(C)C)C (4,4,4′,4′,5,5,5′,5′-octamethyl-2,2′-bi(1,3,2-dioxaborolane)), CC(C)C1=CC(=C(C(=C1)C(C)C)C2=C(C=CC=C2)P(C3CCCCC3)C4CCCCC4)C(C)C (X-phos), C(C)(=O)[O-].[K+] (potassium acetate). The reagents and catalysts are C1=CC=C(C=C1)P([C-]2C=CC=C2)C3=CC=CC=C3.C1=CC=C(C=C1)P([C-]2C=CC=C2)C3=CC=CC=C3.Cl[Pd]Cl.[Fe+2] (Pd(dppf)Cl2). Solvent: O1CCOCC1 (dioxane). Run at temperature 50 celsius, time 6 hour. Yields the product CN1N=C(C=C(C1=O)NC1=NC=NC=C1)B(O)O (1-methyl-6-oxo-5-(pyrimidin-4-ylamino)-1,6-dihydropyridazin-3-yl-boronic acid). As a reaction SMILES: Cl[C:2]1[CH:3]=[C:4]([NH:10][C:11]2[CH:16]=[CH:15][N:14]=[CH:13][N:12]=2)[C:5](=[O:9])[N:6]([CH3:8])[N:7]=1.CC1(C)C(C)(C)[O:21][B:20](B2OC(C)(C)C(C)(C)O2)[O:19]1.CC(C1C=C(C(C)C)C(C2C=CC=CC=2P(C2CCCCC2)C2CCCCC2)=C(C(C)C)C=1)C.C([O-])(=O)C.[K+]>C1C=CC(P(C2C=CC=CC=2)[C-]2C=CC=C2)=CC=1.C1C=CC(P(C2C=CC=CC=2)[C-]2C=CC=C2)=CC=1.Cl[Pd]Cl.[Fe+2].O1CCOCC1>[CH3:8][N:6]1[C:5](=[O:9])[C:4]([NH:10][C:11]2[CH:16]=[CH:15][N:14]=[CH:13][N:12]=2)=[CH:3][C:2]([B:20]([OH:21])[OH:19])=[N:7]1 |f:3.4,5.6.7.8|. Procedure: A 100-mL single-neck round-bottomed flask equipped with a magnetic stirrer and a reflux condenser was charged with 263a (500 mg, 2.11 mmol), 4,4,4′,4′,5,5,5′,5′-octamethyl-2,2′-bi(1,3,2-dioxaborolane) (2.68 g, 10.6 mmol), Pd(dppf)Cl2 (170 mg, 0.20 mmol), X-phos (170 mg, 0.40 mmol), potassium acetate (410 mg, 4.21 mmol), and dioxane (30 mL). The system was subjected to 3 cycles of vacuum/argon flush and stirred at 50° C. for 6 h. LCMS indicated that 263a was totally converted to 263b. Reactants: C(CCCC)NC(=O)C=1N=NC(=CC1)Cl (6-chloropyridazine-3-carboxylic acid pentylamide), FC1(C(N(C2=CC=CC=C12)C1CCNCC1)=O)F (3,3-difluoro-1-piperidin-4-yl-1,3-dihydroindol-2-one). The product is C(CCCC)NC(=O)C=1N=NC(=CC1)N1CCC(CC1)N1C(C(C2=CC=CC=C12)(F)F)=O (6-[4-(3,3-DIFLUORO-2-OXO-2,3-DIHYDROINDOL-1-YL)PIPERIDIN-1-YL]PYRIDAZINE-3-CARBOXYLIC ACID PENTYLAMIDE). The yield is 65.0%. Reaction SMILES: [CH2:1]([NH:6][C:7]([C:9]1[N:10]=[N:11][C:12](Cl)=[CH:13][CH:14]=1)=[O:8])[CH2:2][CH2:3][CH2:4][CH3:5].[F:16][C:17]1([F:33])[C:25]2[C:20](=[CH:21][CH:22]=[CH:23][CH:24]=2)[N:19]([CH:26]2[CH2:31][CH2:30][NH:29][CH2:28][CH2:27]2)[C:18]1=[O:32]>>[CH2:1]([NH:6][C:7]([C:9]1[N:10]=[N:11][C:12]([N:29]2[CH2:30][CH2:31][CH:26]([N:19]3[C:20]4[C:25](=[CH:24][CH:23]=[CH:22][CH:21]=4)[C:17]([F:16])([F:33])[C:18]3=[O:32])[CH2:27][CH2:28]2)=[CH:13][CH:14]=1)=[O:8])[CH2:2][CH2:3][CH2:4][CH3:5]. Procedure details: Following the procedure as described in Example 2, making variations only as required to use 6-chloropyridazine-3-carboxylic acid pentylamide in place of 6-chloropyridazine-3-carboxylic acid (3-cyclopropylpropyl)amide to react with 3,3-difluoro-1-piperidin-4-yl-1,3-dihydroindol-2-one, the title compound was obtained as a white powder in 65% yield (0.063 g). m.p. 100-102° C. 1H NMR (300 MHz, CDCl3) δ 8.03 (d, J=9.6 Hz, 2H), 7.92 (br, 1H), 7.54 (m, 1H), 7.41 (t, J=8.1 Hz, 1H), 7.14 (t, J=7.5 Hz, 1... The reactants are O=C1NC(=NN1)CS(=O)(=O)CC1=CC=C(C=C1)C1=CC(=CC=C1)C#N (4′-({[(5-oxo-4,5-dihydro-1H-1,2,4-triazol-3-yl)methyl]sulfonyl}methyl)biphenyl-3-carbonitrile), CO (methanol), Example 110, N (ammonia). The reagents and catalysts are [Ni] (Raney-nickel). The solvent is C1CCOC1 (THF). Conditions: time 4 hour. The product is NCC=1C=C(C=CC1)C1=CC=C(C=C1)CS(=O)(=O)CC=1NC(NN1)=O (5-[({[3′-(aminomethyl)biphenyl-4-yl]methyl}sulfonyl)methyl]-2,4-dihydro-3H-1,2,4-triazol-3-one). Isolated yield 99.0%. As a reaction SMILES: [O:1]=[C:2]1[NH:6][N:5]=[C:4]([CH2:7][S:8]([CH2:11][C:12]2[CH:17]=[CH:16][C:15]([C:18]3[CH:23]=[CH:22][CH:21]=[C:20]([C:24]#[N:25])[CH:19]=3)=[CH:14][CH:13]=2)(=[O:10])=[O:9])[NH:3]1.N.CO>C1COCC1.[Ni]>[NH2:25][CH2:24][C:20]1[CH:19]=[C:18]([C:15]2[CH:16]=[CH:17][C:12]([CH2:11][S:8]([CH2:7][C:4]3[NH:3][C:2](=[O:1])[NH:6][N:5]=3)(=[O:9])=[O:10])=[CH:13][CH:14]=2)[CH:23]=[CH:22][CH:21]=1. Procedure: A suspension of 4′-({[(5-oxo-4,5-dihydro-1H-1,2,4-triazol-3-yl)methyl]sulfonyl}methyl)biphenyl-3-carbonitrile obtained in Reference Example 110 (0.250 g, 0.705 mmol), Raney-nickel (0.250 g) and 28% aqueous ammonia (5 mL) in THF (5 mL)-methanol (5 mL) was stirred at room temperature for 4 hr under hydrogen atmosphere (1 atm). The insoluble material was filtered off, and the filtrate was concentrated under reduced pressure. Diethyl ether was added to the residue, and the precipitated solid was col... Conditions: time 1 hour. Reactants: NN (hydrazine), ClC1=C2C=C(C(=NC2=CC=C1)C1=CC(=CC=C1)F)C(C)N1C(C2=CC=CC=C2C1=O)=O (2-(1-(5-chloro-2-(3-fluorophenyl)quinolin-3-yl)ethyl)-isoindoline-1,3-dione), C(C)O (ethanol), C(Cl)Cl (CH2Cl2). The product is C(Cl)Cl.CO.[NH4+].[OH-] (CH2Cl2 MeOH NH4OH), ClC1=C2C=C(C(=NC2=CC=C1)C1=CC(=CC=C1)F)C(C)N (1-(5-chloro-2-(3-fluorophenyl)quinolin-3-yl)ethanamine). RXN SMILES: [Cl:1][C:2]1[CH:11]=[CH:10][CH:9]=[C:8]2[C:3]=1[CH:4]=[C:5]([CH:19]([N:21]1[C:29](=[O:30])C3C(=CC=CC=3)C1=O)[CH3:20])[C:6]([C:12]1[CH:17]=[CH:16][CH:15]=[C:14]([F:18])[CH:13]=1)=[N:7]2.C([OH:34])C.NN.[CH2:37]([Cl:39])[Cl:38]>>[CH2:37]([Cl:39])[Cl:38].[CH3:29][OH:30].[NH4+:7].[OH-:34].[Cl:1][C:2]1[CH:11]=[CH:10][CH:9]=[C:8]2[C:3]=1[CH:4]=[C:5]([CH:19]([NH2:21])[CH3:20])[C:6]([C:12]1[CH:17]=[CH:16][CH:15]=[C:14]([F:18])[CH:13]=1)=[N:7]2 |f:4.5.6.7|. Reported procedure: To a suspension of 2-(1-(5-chloro-2-(3-fluorophenyl)quinolin-3-yl)ethyl)-isoindoline-1,3-dione (1.1115 g, 2.580 mmol) in ethanol (51.59 mL, 2.580 mmol) was added hydrazine, anhydrous (0.8097 mL, 25.80 mmol), and the mixture was stirred under reflux. After 1 h, the mixture was cooled to room temperature. The mixture was diluted with CH2Cl2 (50 mL), filtered to removed the precipitated byproduct, and washed the filtered solid with CH2Cl2 (50 mL). The filtrate containing the desired product was con... Yields the product Cl.Cl.C(C)(C)OC(COC\C=C/CN1CCN(CC1)C(C1=CC=C(C=C1)F)C1=CC=C(C=C1)F)=O ({4-{4-[Bis-(4-fluorophenyl)methyl]-piperazin-1-yl}-(Z)-but-2-enyloxy}acetic acid isopropyl ester dihydrochloride). Isolated yield 75.8%. Reaction conditions: temperature 27.5 celsius, time 4 hour. The reactants are FC1=CC=C(C=C1)C(N1CCN(CC1)C\C=C/COCC(=O)O)C1=CC=C(C=C1)F ({4-{4-[bis-(4-fluorophenyl)methyl]piperazin-1-yl}-(Z)-but-2-enyloxy}acetic acid), Cl (HCl), C(C)(C)O (isopropyl alcohol), C(C)(C)O (isopropyl alcohol). Procedure details: To a stirred solution of {4-{4-[bis-(4-fluorophenyl)methyl]piperazin-1-yl}-(Z)-but-2-enyloxy}acetic acid (1.0 g, 0.0024 mol) in isopropyl alcohol (20 ml), is added a solution of anhydrous HCl in isopropyl alcohol till pH of solution is 1-2. The solution is refluxed for around 2 hrs, cooled to 25-30° C. and stirred for 4 hrs. The crystallized solid is filtered, washed with isopropyl alcohol (2×5 ml), and dried in oven at 60-65° C. to get product 0.968 g (75.85% yield). As a reaction SMILES: [F:1][C:2]1[CH:7]=[CH:6][C:5]([CH:8]([C:24]2[CH:29]=[CH:28][C:27]([F:30])=[CH:26][CH:25]=2)[N:9]2[CH2:14][CH2:13][N:12]([CH2:15]/[CH:16]=[CH:17]\[CH2:18][O:19][CH2:20][C:21]([OH:23])=[O:22])[CH2:11][CH2:10]2)=[CH:4][CH:3]=1.[ClH:31].[CH:32](O)([CH3:34])[CH3:33]>>[ClH:31].[ClH:31].[CH:32]([O:22][C:21](=[O:23])[CH2:20][O:19][CH2:18]/[CH:17]=[CH:16]\[CH2:15][N:12]1[CH2:13][CH2:14][N:9]([CH:8]([C:24]2[CH:25]=[CH:26][C:27]([F:30])=[CH:28][CH:29]=2)[C:5]2[CH:6]=[CH:7][C:2]([F:1])=[CH:3][CH:4]=2)[CH2:10][CH2:11]1)([CH3:34])[CH3:33] |f:3.4.5|. Reactants: O=C([O-])[O-], COc1ccccc1C1(CC(=O)C(=O)Nc2ccc3c(c2)COC3=O)CC1, CCCC[N+](CCCC)(CCCC)CCCC, CN(C)C=O, [Cs+], [Cs+], [F-], C[Si](C)(C)C(F)(F)F, C1CCOC1, O. The product is COc1ccccc1C1(CC(O)(C(=O)Nc2ccc3c(c2)COC3=O)C(F)(F)F)CC1. RXN SMILES: [C:36](=[O:37])([O-:38])[O-:39].[CH3:1][O:2][c:3]1[c:4]([C:9]2([CH2:12][C:13]([C:14](=[O:15])[NH:16][c:17]3[cH:18][c:19]4[c:24]([cH:25][cH:26]3)[C:22](=[O:23])[O:21][CH2:20]4)=[O:27])[CH2:10][CH2:11]2)[cH:5][cH:6][cH:7][cH:8]1.[CH3:43][CH2:44][CH2:45][CH2:46][N+:47]([CH2:48][CH2:49][CH2:50][CH3:51])([CH2:52][CH2:53][CH2:54][CH3:55])[CH2:56][CH2:57][CH2:58][CH3:59].[CH3:60][N:61]([CH3:62])[CH:63]=[O:64].[Cs+:40].[Cs+:41].[F-:42].[F:28][C:29]([F:30])([F:31])[Si:32]([CH3:33])([CH3:34])[CH3:35].[O:65]1[CH2:66][CH2:67][CH2:68][CH2:69]1.[OH2:70]>>[CH3:1][O:2][c:3]1[c:4]([C:9]2([CH2:12][C:13]([C:14](=[O:15])[NH:16][c:17]3[cH:18][c:19]4[c:24]([cH:25][cH:26]3)[C:22](=[O:23])[O:21][CH2:20]4)([OH:27])[C:29]([F:28])([F:30])[F:31])[CH2:10][CH2:11]2)[cH:5][cH:6][cH:7][cH:8]1. The reactants are C(#N)C=1C=C2C=3CC(CCC3NC2=CC1)NC(=O)C1CC1 (cyclopropanecarboxylic acid(6-cyano-2,3,4,9-tetrahydro-1H-carbazol-3-yl)amide), FC=1C=C(CBr)C=CC1 (3-fluorobenzyl bromide). Product: C(#N)C=1C=C2C=3CC(CCC3N(C2=CC1)CC1=CC(=CC=C1)F)NC(=O)C1CC1 (Cyclopropanecarboxylic acid[6-cyano-9-(3-fluorobenzyl)-2,3,4,9-tetrahydro-1H-carbazol-3-yl]amide). As a reaction SMILES: [C:1]([C:3]1[CH:4]=[C:5]2[C:13](=[CH:14][CH:15]=1)[NH:12][C:11]1[CH2:10][CH2:9][CH:8]([NH:16][C:17]([CH:19]3[CH2:21][CH2:20]3)=[O:18])[CH2:7][C:6]2=1)#[N:2].[F:22][C:23]1[CH:24]=[C:25]([CH:28]=[CH:29][CH:30]=1)[CH2:26]Br>>[C:1]([C:3]1[CH:4]=[C:5]2[C:13](=[CH:14][CH:15]=1)[N:12]([CH2:26][C:25]1[CH:28]=[CH:29][CH:30]=[C:23]([F:22])[CH:24]=1)[C:11]1[CH2:10][CH2:9][CH:8]([NH:16][C:17]([CH:19]3[CH2:21][CH2:20]3)=[O:18])[CH2:7][C:6]2=1)#[N:2]. Reported procedure: Prepare the title compound from cyclopropanecarboxylic acid(6-cyano-2,3,4,9-tetrahydro-1H-carbazol-3-yl)amide (3.00 g, 10.7 mmol) and 3-fluorobenzyl bromide (2.2 g, 11.8 mmol) by essentially following procedures as described in Example 1 to obtain 1.4 g (34%) of a beige solid. mp: 207-209° C.; MS (ES): m/z 388 (M+1); HPLC: Rt=2.28 min (100%).